From a dataset of the Open Reaction Database (ORD), a public repository of structured organic reaction records. describe an organic reaction: reactants, conditions, products, and yield Reactants: C(C1=CC=CC=C1)OC1=C(C=C(C=O)C=C1)O (4-(benzyloxy)-3-hydroxybenzaldehyde), [H-].[Na+] (NaH), [NH4+].[Cl-] (NH4Cl), ICCCCCCCC (1-iodooctane). Reaction SMILES: [CH2:1]([O:8][C:9]1[CH:16]=[CH:15][C:12]([CH:13]=[O:14])=[CH:11][C:10]=1[OH:17])[C:2]1[CH:7]=[CH:6][CH:5]=[CH:4][CH:3]=1.[H-].[Na+].I[CH2:21][CH2:22][CH2:23][CH2:24][CH2:25][CH2:26][CH2:27][CH3:28].[NH4+].[Cl-]>CN(C=O)C>[CH2:1]([O:8][C:9]1[CH:16]=[CH:15][C:12]([CH:13]=[O:14])=[CH:11][C:10]=1[O:17][CH2:21][CH2:22][CH2:23][CH2:24][CH2:25][CH2:26][CH2:27][CH3:28])[C:2]1[CH:3]=[CH:4][CH:5]=[CH:6][CH:7]=1 |f:1.2,4.5|. The yield is 83.2%. Procedure: To the solution of 4-(benzyloxy)-3-hydroxybenzaldehyde (190 mg, 0.83 mmol) in anhydrous DMF (2.0 mL) was added 60% NaH (40 mg, 1.00 mmol) at 0° C. followed by the addition of 1-iodooctane (300 mg, 1.25 mmol). The reaction mixture was stirred at room temperature (r.t.) overnight and NH4Cl solution was then added. The mixture was extracted with ethyl acetate 3 times and the combined organic layers were dried and concentrated under vacuum. The resulting residue was purified through flash column chr... Product: C(C1=CC=CC=C1)OC1=C(C=C(C=O)C=C1)OCCCCCCCC (4-(benzyloxy)-3-(octyloxy)benzaldehyde). Run in CN(C)C=O (DMF).